From a dataset of the Open Reaction Database (ORD), a public repository of structured organic reaction records. describe an organic reaction: reactants, conditions, products, and yield Starting materials: COc1ccc(P2(=S)SP(=S)(c3ccc(OC)cc3)S2)cc1, Cc1ccccc1, CCOC(=O)c1ncn2c1C1CCCN1C(=O)c1ccccc1-2. Yields the product CCOC(=O)c1ncn2c1C1CCCN1C(=S)c1ccccc1-2. Reaction SMILES: [CH3:24][O:25][c:26]1[cH:27][cH:28][c:29]([P:30]2(=[S:31])[S:32][P:34](=[S:35])([c:36]3[cH:37][cH:38][c:39]([O:40][CH3:41])[cH:42][cH:43]3)[S:33]2)[cH:44][cH:45]1.[CH3:46][c:47]1[cH:48][cH:49][cH:50][cH:51][cH:52]1.[O:1]=[C:2]1[N:3]2[CH:4]([c:5]3[n:6]([cH:13][n:14][c:15]3[C:16](=[O:17])[O:18][CH2:19][CH3:20])-[c:7]3[c:8]1[cH:9][cH:10][cH:11][cH:12]3)[CH2:21][CH2:22][CH2:23]2>>[C:2]1(=[S:33])[N:3]2[CH:4]([c:5]3[n:6]([cH:13][n:14][c:15]3[C:16](=[O:17])[O:18][CH2:19][CH3:20])-[c:7]3[c:8]1[cH:9][cH:10][cH:11][cH:12]3)[CH2:21][CH2:22][CH2:23]2.